describe an organic reaction: reactants, conditions, products, and yield From a dataset of the Open Reaction Database (ORD), a public repository of structured organic reaction records. The reactants are N#Cc1ccccc1-c1ccc(OCCCCCCOc2ccc(SC(COc3ccc(Sc4ccccn4)cc3)Sc3ccc(OCCCCCCOc4ccc(-c5ccccc5C#N)cc4)cc3)cc2)cc1, CI, ClC(Cl)Cl. Product: C[n+]1ccccc1Sc1ccc(OCC(Sc2ccc(OCCCCCCOc3ccc(-c4ccccc4C#N)cc3)cc2)Sc2ccc(OCCCCCCOc3ccc(-c4ccccc4C#N)cc3)cc2)cc1, [I-]. Reaction SMILES: [C:1](#[N:2])[c:3]1[c:4](-[c:9]2[cH:10][cH:11][c:12]([O:13][CH2:14][CH2:15][CH2:16][CH2:17][CH2:18][CH2:19][O:20][c:21]3[cH:22][cH:23][c:24]([S:27][CH:28]([CH2:29][O:30][c:31]4[cH:32][cH:33][c:34]([S:37][c:38]5[n:39][cH:40][cH:41][cH:42][cH:43]5)[cH:35][cH:36]4)[S:44][c:45]4[cH:46][cH:47][c:48]([O:51][CH2:52][CH2:53][CH2:54][CH2:55][CH2:56][CH2:57][O:58][c:59]5[cH:60][cH:61][c:62](-[c:65]6[c:66]([C:71]#[N:72])[cH:67][cH:68][cH:69][cH:70]6)[cH:63][cH:64]5)[cH:49][cH:50]4)[cH:25][cH:26]3)[cH:73][cH:74]2)[cH:5][cH:6][cH:7][cH:8]1.[CH3:75][I:76].[CH:77]([Cl:78])([Cl:79])[Cl:80]>>[C:1](#[N:2])[c:3]1[c:4](-[c:9]2[cH:10][cH:11][c:12]([O:13][CH2:14][CH2:15][CH2:16][CH2:17][CH2:18][CH2:19][O:20][c:21]3[cH:22][cH:23][c:24]([S:27][CH:28]([CH2:29][O:30][c:31]4[cH:32][cH:33][c:34]([S:37][c:38]5[n+:39]([CH3:75])[cH:40][cH:41][cH:42][cH:43]5)[cH:35][cH:36]4)[S:44][c:45]4[cH:46][cH:47][c:48]([O:51][CH2:52][CH2:53][CH2:54][CH2:55][CH2:56][CH2:57][O:58][c:59]5[cH:60][cH:61][c:62](-[c:65]6[c:66]([C:71]#[N:72])[cH:67][cH:68][cH:69][cH:70]6)[cH:63][cH:64]5)[cH:49][cH:50]4)[cH:25][cH:26]3)[cH:73][cH:74]2)[cH:5][cH:6][cH:7][cH:8]1.[I-:76]. Starting materials: CC1=C(C(=O)O)C=CC=C1N1CCOCC1 (2-methyl-3-morpholinobenzoic acid). Solvent: C1CCOC1 (THF), C1CCOC1 (THF). Run at temperature 0 celsius, time 8 hour. The product is CC1=C(C=CC=C1N1CCOCC1)CO ((2-methyl-3-morpholinophenyl)methanol). Reaction SMILES: [CH3:1][C:2]1[C:10]([N:11]2[CH2:16][CH2:15][O:14][CH2:13][CH2:12]2)=[CH:9][CH:8]=[CH:7][C:3]=1[C:4](O)=[O:5]>C1COCC1>[CH3:1][C:2]1[C:10]([N:11]2[CH2:16][CH2:15][O:14][CH2:13][CH2:12]2)=[CH:9][CH:8]=[CH:7][C:3]=1[CH2:4][OH:5]. Procedure details: 2-methyl-3-morpholinobenzoic acid (0.5 g, 2.26 mmol) was dissolved in dry THF (12 mL) under Nitrogen and the solution was cooled at 0° C. with an ice bath. A solution of BH3 (1M in THF, 3.39 mL, 3.39 mmol) was added dropwise and the reaction was allowed to reach rt overnight. The mixture was quenched with NH4Cl (sat. solution, 2 mL) and diluted with ethyl acetate (20 mL). The organics were separated, washed with water (10 mL) and brine (10 mL) and dried over Na2SO4. The filtered solution was eva... RXN SMILES: [OH-].[Na+].C(O)C.C([NH:9][C:10]1[CH:15]=[CH:14][C:13]([C:16]2[CH:21]=[C:20]([C:22]3[CH:27]=[CH:26][CH:25]=[CH:24][CH:23]=3)[N:19]=[C:18]([C:28]3[CH:33]=[CH:32][CH:31]=[CH:30][CH:29]=3)[CH:17]=2)=[CH:12][CH:11]=1)(=O)C>O>[NH2:9][C:10]1[CH:15]=[CH:14][C:13]([C:16]2[CH:17]=[C:18]([C:28]3[CH:33]=[CH:32][CH:31]=[CH:30][CH:29]=3)[N:19]=[C:20]([C:22]3[CH:23]=[CH:24][CH:25]=[CH:26][CH:27]=3)[CH:21]=2)=[CH:12][CH:11]=1 |f:0.1|. Reported procedure: 1.50 g of sodium hydroxide, 100 ml of ethanol and 10 ml of water were added to 1.50 g of 4-(4-acetamidophenyl)-2,6-diphenylpyridine obtained on the basis of Reference Example 2 as a reference, and the mixture was refluxed for 46 hours. After cooling, 100 ml of water was added thereto, and the resulting product was recovered therefrom by filtration. By recrystallization from ethanol, 1.17 g of the captioned compound was obtained. The solvent is O (water), O (water). Starting materials: [OH-].[Na+] (sodium hydroxide), C(C)O (ethanol), C(C)(=O)NC1=CC=C(C=C1)C1=CC(=NC(=C1)C1=CC=CC=C1)C1=CC=CC=C1 (4-(4-acetamidophenyl)-2,6-diphenylpyridine). Product: NC1=CC=C(C=C1)C1=CC(=NC(=C1)C1=CC=CC=C1)C1=CC=CC=C1 (4-(4-aminophenyl)-2,6-diphenylpyridine). Isolated yield 88.2%. The reactants are COC([C@@H](NC([C@@H](NC([C@@H](NC(=O)OCC1=CC=CC=C1)CC1=CC=CC=C1)=O)[C@H](OC(C)(C)C)C)=O)COC(C)(C)C)=O (N-Benzyloxycarbonyl-L-phenylalanyl-O-t-butyl-L-threonyl-O-t-butyl-L-serine methyl ester), C(C)O (ethanol), N-benzyloxycarbonyl-O-t-butyl-L-threonine N-hydroxysuccinimide ester, ( B ), CN(C)C=O (DMF), C(C)(=O)O (acetic acid), COC([C@@H](NC([C@@H](NC([C@@H](NC(=O)OCC1=CC=CC=C1)CC1=CC=CC=C1)=O)[C@H](OC(C)(C)C)C)=O)COC(C)(C)C)=O (N-Benzyloxycarbonyl-L-phenylalanyl-O-t-butyl-L-threonyl-O-t-butyl-L-serine methyl ester), white amorphous product. Reagents/catalysts: [Pd] (Pd). Run in CO (methanol). Product: COC([C@@H](NC([C@@H](NC([C@@H](NC([C@@H](NC(=O)OCC1=CC=CC=C1)[C@H](OC(C)(C)C)C)=O)CC1=CC=CC=C1)=O)[C@H](OC(C)(C)C)C)=O)COC(C)(C)C)=O (N-Benzyloxycarbonyl-O-t-butyl-L-threonyl-L-phenylalanyl-O-t-butyl-L-threonyl-O-t-butyl-L-serine methyl ester). Reaction SMILES: [CH3:1][O:2][C:3](=[O:44])[C@H:4]([CH2:38][O:39][C:40]([CH3:43])([CH3:42])[CH3:41])[NH:5][C:6](=[O:37])[C@H:7]([C@@H:30]([CH3:36])[O:31][C:32]([CH3:35])([CH3:34])[CH3:33])[NH:8][C:9](=[O:29])[C@H:10]([CH2:22][C:23]1[CH:28]=[CH:27][CH:26]=[CH:25][CH:24]=1)[NH:11][C:12](OCC1C=CC=CC=1)=[O:13].[C:45]([OH:48])(=O)[CH3:46].[CH2:49]([OH:51])[CH3:50].[CH3:52][N:53]([CH:55]=[O:56])C>CO.[Pd]>[CH3:1][O:2][C:3](=[O:44])[C@H:4]([CH2:38][O:39][C:40]([CH3:42])([CH3:41])[CH3:43])[NH:5][C:6](=[O:37])[C@H:7]([C@@H:30]([CH3:36])[O:31][C:32]([CH3:35])([CH3:33])[CH3:34])[NH:8][C:9](=[O:29])[C@H:10]([CH2:22][C:23]1[CH:24]=[CH:25][CH:26]=[CH:27][CH:28]=1)[NH:11][C:12](=[O:13])[C@H:52]([C@@H:45]([CH3:46])[O:48][C:32]([CH3:35])([CH3:34])[CH3:33])[NH:53][C:55]([O:51][CH2:49][C:50]1[CH:24]=[CH:23][CH:22]=[CH:10][CH:9]=1)=[O:56]. Reported procedure: A solution of the protected tripeptide of Example 2 (11.2 g., 0.018 mole) in methanol (250 ml.) containing 5% Pd on BaSO4 (6.75 g.) and 1 ml. of glacial acetic acid was hydrogenated as described above for the preparation of the product of Example 2 and evaporated to dryness. The resultant oil was taken up in DMF (70 ml.), cooled to 0° and coupled with N-benzyloxycarbonyl-O-t-butyl-L-threonine N-hydroxysuccinimide ester (7.32 g., 0.018 mole). Workup as described for Example 1 was followed by chro... The reactants are N#Cc1cc(C(F)(F)F)ccc1Br, CC(C)(C)OC(=O)N1CCNCC1, CC(C)(C)[O-], [Na+], C1COCCO1, O=C(C=Cc1ccccc1)C=Cc1ccccc1, O=C(C=Cc1ccccc1)C=Cc1ccccc1, O=C(C=Cc1ccccc1)C=Cc1ccccc1, [Pd], [Pd]. Yields the product CC(C)(C)OC(=O)N1CCN(c2ccc(C(F)(F)F)cc2C#N)CC1. Reaction SMILES: [Br:14][c:15]1[c:16]([C:17]#[N:18])[cH:19][c:20]([C:23]([F:24])([F:25])[F:26])[cH:21][cH:22]1.[C:1](=[O:2])([O:3][C:4]([CH3:5])([CH3:6])[CH3:7])[N:8]1[CH2:9][CH2:10][NH:11][CH2:12][CH2:13]1.[CH3:27][C:28]([CH3:29])([O-:30])[CH3:31].[Na+:32].[O:33]1[CH2:34][CH2:35][O:36][CH2:37][CH2:38]1.[O:41]=[C:42]([CH:43]=[CH:44][c:45]1[cH:46][cH:47][cH:48][cH:49][cH:50]1)[CH:51]=[CH:52][c:53]1[cH:54][cH:55][cH:56][cH:57][cH:58]1.[O:59]=[C:60]([CH:61]=[CH:62][c:63]1[cH:64][cH:65][cH:66][cH:67][cH:68]1)[CH:69]=[CH:70][c:71]1[cH:72][cH:73][cH:74][cH:75][cH:76]1.[O:77]=[C:78]([CH:79]=[CH:80][c:81]1[cH:82][cH:83][cH:84][cH:85][cH:86]1)[CH:87]=[CH:88][c:89]1[cH:90][cH:91][cH:92][cH:93][cH:94]1.[Pd:39].[Pd:40]>>[C:1](=[O:2])([O:3][C:4]([CH3:5])([CH3:6])[CH3:7])[N:8]1[CH2:9][CH2:10][N:11]([c:15]2[c:16]([C:17]#[N:18])[cH:19][c:20]([C:23]([F:24])([F:25])[F:26])[cH:21][cH:22]2)[CH2:12][CH2:13]1. Reactants: BrC1=CC=CC(=N1)C=O (6-bromopicolinaldehyde), ClC=1C=C(C=CC1F)B(O)O (3-chloro-4-fluorophenylboronic acid), C([O-])([O-])=O.[Cs+].[Cs+] (cesium carbonate). Run in O1CCOCC1 (dioxane). Run at temperature 80 celsius. The product is ClC=1C=C(C=CC1F)C1=CC=CC(=N1)C=O (6-(3-chloro-4-fluorophenyl)picolinaldehyde). As a reaction SMILES: Br[C:2]1[N:7]=[C:6]([CH:8]=[O:9])[CH:5]=[CH:4][CH:3]=1.[Cl:10][C:11]1[CH:12]=[C:13](B(O)O)[CH:14]=[CH:15][C:16]=1[F:17].C(=O)([O-])[O-].[Cs+].[Cs+]>O1CCOCC1>[Cl:10][C:11]1[CH:12]=[C:13]([C:2]2[N:7]=[C:6]([CH:8]=[O:9])[CH:5]=[CH:4][CH:3]=2)[CH:14]=[CH:15][C:16]=1[F:17] |f:2.3.4|. Procedure: To a solution of 6-bromopicolinaldehyde (1.07 g, 5.74 mmol) in dioxane (30 mL) at ambient temperature was added 3-chloro-4-fluorophenylboronic acid (1.00 g, 5.74 mmol), 2M cesium carbonate (8.60 mL, 17.2 mmol) and 1,1′-bis(diphenylphosphino)ferrocene-palladium(II)dichloride dichloromethane complex (0.234 g, 0.287 mmol). The mixture was degassed (3× vacuum/purge N2), then heated at 80° C. overnight. After cooling to ambient temperature the mixture was concentrated and the residue was partitioned ... Starting materials: ice water, BrC1=CC=C(C=C1)O (4-bromophenol), FC1=CC=C(C=O)C=C1 (4-fluorobenzaldehyde), C([O-])([O-])=O.[K+].[K+] (potassium carbonate). The solvent is CN(C)C=O (DMF). Reaction conditions: temperature 170 celsius. Product: BrC1=CC=C(OC2=CC=C(C=O)C=C2)C=C1 (4-(4-bromophenoxy)benzaldehyde). Reaction SMILES: [Br:1][C:2]1[CH:7]=[CH:6][C:5]([OH:8])=[CH:4][CH:3]=1.F[C:10]1[CH:17]=[CH:16][C:13]([CH:14]=[O:15])=[CH:12][CH:11]=1.C(=O)([O-])[O-].[K+].[K+]>CN(C=O)C>[Br:1][C:2]1[CH:7]=[CH:6][C:5]([O:8][C:10]2[CH:17]=[CH:16][C:13]([CH:14]=[O:15])=[CH:12][CH:11]=2)=[CH:4][CH:3]=1 |f:2.3.4|. Procedure: The mixture of 4-bromophenol (10 g, 57.8 mmol), 4-fluorobenzaldehyde (7.17 g, 57.9 mmol), and potassium carbonate (12 g, 86.7 mmol) in DMF was heated at 170° C. for 4 hours. After cooling to ambient temperature, the reaction mixture was poured into ice-water. The resulting solid, 4-(4-bromophenoxy)benzaldehyde, was isolated by filtration (15 g, 94%), 1H NMR (CDCl3) δ 9.95 (s, 1H), 7.85 (d, 2H), 6.62 (d, 2H), 7.17 (d, 2H), 6.96 (d, 2H) ppm.